From a dataset of the Open Reaction Database (ORD), a public repository of structured organic reaction records. describe an organic reaction: reactants, conditions, products, and yield Starting materials: C[O-].[Na+] (sodium methoxide), FC1=C(C#N)C(=CC=C1F)F (2,3,6-trifluorobenzonitrile), [Na] (sodium). The solvent is CO (methanol), CO (Methanol). Conditions: time 1 hour. The product is FC=1C(=C(C#N)C(=CC1)F)OC (3,6-Difluoro-2-methoxy-benzonitrile). Yield: 91.0%. Reaction SMILES: [Na].[CH3:2][O-:3].[Na+].F[C:6]1[C:13]([F:14])=[CH:12][CH:11]=[C:10]([F:15])[C:7]=1[C:8]#[N:9]>CO>[F:14][C:13]1[C:6]([O:3][CH3:2])=[C:7]([C:10]([F:15])=[CH:11][CH:12]=1)[C:8]#[N:9] |f:1.2,^1:0|. Reported procedure: Methanol (600 mL) was treated portionwise with sodium (Alfa, 16.1 g, 0.702 gatoms, 1.05 equiv.). The sodium methoxide solution was cooled to room temperature and added dropwise to a solution of 2,3,6-trifluorobenzonitrile (Matrix, 105 g, 0.699 mol) in methanol (600 ml) at room temperature. After addition was complete the mixture was stirred for 1 hour at room temperature before removing the methanol under reduced pressure. The residue was partitioned between diethyl ether (500 ml) and water (500... The reactants are [BH4-], C1CCOC1, CCCCCC=CC(O[SiH2]C(C)(C)C)C(=O)CC(=O)OC, CCOC(C)=O, [Cl-], Cl, [Na+], [Na+], O=C(O)C(O)C(O)C(=O)O. Product: CCCCCC=CC(O[SiH2]C(C)(C)C)C(O)CC(=O)OC. Reaction SMILES: [BH4-:1].[CH2:37]1[O:38][CH2:39][CH2:40][CH2:41]1.[CH3:13][O:14][C:15]([CH2:16][C:17]([CH:18]([CH:19]=[CH:20][CH2:21][CH2:22][CH2:23][CH2:24][CH3:25])[O:26][SiH2:27][C:28]([CH3:29])([CH3:30])[CH3:31])=[O:32])=[O:33].[CH3:42][CH2:43][O:44][C:45](=[O:46])[CH3:47].[Cl-:36].[ClH:34].[Na+:2].[Na+:35].[OH:3][CH:4]([C:5](=[O:6])[OH:7])[CH:8]([C:9](=[O:10])[OH:11])[OH:12]>>[CH3:13][O:14][C:15]([CH2:16][CH:17]([CH:18]([CH:19]=[CH:20][CH2:21][CH2:22][CH2:23][CH2:24][CH3:25])[O:26][SiH2:27][C:28]([CH3:29])([CH3:30])[CH3:31])[OH:32])=[O:33].